The task is: describe an organic reaction: reactants, conditions, products, and yield. This data is from the Open Reaction Database (ORD), a public repository of structured organic reaction records. Starting materials: CC(C)C(NC(=O)Cn1c(-c2ccccc2)ncc(NC(=O)OCc2ccccc2)c1=O)C(=O)c1nnc(C(C)(C)C)o1, C, CO, [H][H], [Pd]. The product is CC(C)C(NC(=O)Cn1c(-c2ccccc2)ncc(N)c1=O)C(=O)c1nnc(C(C)(C)C)o1. As a reaction SMILES: [C:1]([CH3:2])([CH3:3])([CH3:4])[c:5]1[o:6][c:7]([C:10](=[O:11])[CH:12]([CH:13]([CH3:14])[CH3:15])[NH:16][C:17]([CH2:18][n:19]2[c:20](-[c:37]3[cH:38][cH:39][cH:40][cH:41][cH:42]3)[n:21][cH:22][c:23]([NH:26][C:27]([O:28][CH2:29][c:30]3[cH:31][cH:32][cH:33][cH:34][cH:35]3)=[O:36])[c:24]2=[O:25])=[O:43])[n:8][n:9]1.[C:48].[CH3:46][OH:47].[H:44][H:45].[Pd:49]>>[C:1]([CH3:2])([CH3:3])([CH3:4])[c:5]1[o:6][c:7]([C:10](=[O:11])[CH:12]([CH:13]([CH3:14])[CH3:15])[NH:16][C:17]([CH2:18][n:19]2[c:20](-[c:37]3[cH:38][cH:39][cH:40][cH:41][cH:42]3)[n:21][cH:22][c:23]([NH2:26])[c:24]2=[O:25])=[O:43])[n:8][n:9]1. Yields the product Cc1cccc(CBr)n1. Starting materials: Br, Cc1cccc(CO)n1, O, O=S(=O)(O)O. Reaction SMILES: [BrH:1].[CH3:7][c:8]1[cH:9][cH:10][cH:11][c:12]([CH2:14][OH:15])[n:13]1.[OH2:16].[S:2](=[O:3])(=[O:4])([OH:5])[OH:6]>>[Br:1][CH2:14][c:12]1[cH:11][cH:10][cH:9][c:8]([CH3:7])[n:13]1.